From a dataset of the Open Reaction Database (ORD), a public repository of structured organic reaction records. describe an organic reaction: reactants, conditions, products, and yield The reactants are C(Cl)Cl (CH2Cl2), TEA, C1(=CC=CC=C1)C (toluene), PdCI2(dppf)2, C#CCC (1-butyne), C(Cl)Cl (CH2Cl2), IC=1C=C(C=C2C=C(C(OC12)C(F)(F)F)C(=O)OCC)OC(F)(F)F (ethyl 8-iodo-6-(trifluoromethoxy)-2-(trifluoromethyl)-2H-chromene-3-carboxylate), C(Cl)Cl (CH2Cl2), C#CCC (1-butyne), C1(=CC=CC=C1)C (toluene), C(Cl)Cl (CH2Cl2). Reagents/catalysts: [Cu]I (CuI), C1=CC=C(C=C1)P([C-]2C=CC=C2)C3=CC=CC=C3.C1=CC=C(C=C1)P([C-]2C=CC=C2)C3=CC=CC=C3.Cl[Pd]Cl.[Fe+2] (PdCl2(dppf)2), [Cu]I (CuI), [Cu]I (CuI), C1=CC=C(C=C1)P([C-]2C=CC=C2)C3=CC=CC=C3.C1=CC=C(C=C1)P([C-]2C=CC=C2)C3=CC=CC=C3.Cl[Pd]Cl.[Fe+2] (PdCl2(dppf)2), C1=CC=C(C=C1)P([C-]2C=CC=C2)C3=CC=CC=C3.C1=CC=C(C=C1)P([C-]2C=CC=C2)C3=CC=CC=C3.Cl[Pd]Cl.[Fe+2] (PdCl2(dppf)2), [Cu]I (CuI). Solvent: [Cl-].[Na+].O (brine). Reaction conditions: time 8 hour. Product: C(#CCC)C=1C=C(C=C2C=C(C(OC12)C(F)(F)F)C(=O)OCC)OC(F)(F)F (ethyl 8-but-1-ynyl-6-(trifluoromethoxy)-2-(trifluoromethyl)-2H-chromene-3-carboxylate). As a reaction SMILES: IC1[CH:3]=[C:4]([O:21][C:22]([F:25])([F:24])[F:23])[CH:5]=[C:6]2C=1[O:10][CH:9]([C:12]([F:15])([F:14])[F:13])[C:8]([C:16]([O:18][CH2:19][CH3:20])=[O:17])=[CH:7]2.C(Cl)Cl.[CH:29]#[C:30][CH2:31][CH3:32].[C:33]1(C)C=CC=C[CH:34]=1>[Cl-].[Na+].O.[Cu]I.C1C=CC(P(C2C=CC=CC=2)[C-]2C=CC=C2)=CC=1.C1C=CC(P(C2C=CC=CC=2)[C-]2C=CC=C2)=CC=1.Cl[Pd]Cl.[Fe+2]>[C:30]([C:31]1[CH:3]=[C:4]([O:21][C:22]([F:23])([F:24])[F:25])[CH:5]=[C:6]2[C:32]=1[O:10][CH:9]([C:12]([F:15])([F:13])[F:14])[C:8]([C:16]([O:18][CH2:19][CH3:20])=[O:17])=[CH:7]2)#[C:29][CH2:33][CH3:34] |f:4.5.6,8.9.10.11|. Procedure details: To a Parr bottle containing a mixture of ethyl 8-iodo-6-(trifluoromethoxy)-2-(trifluoromethyl)-2H-chromene-3-carboxylate prepared as in Example 21 a, Step 2 (1.00 g, 2.07 mmole), CuI (39 mg, 0.207 mmole), PdCl2(dppf)2.CH2Cl2 (167 mg, 0.0.207 mmole) and TEA (867 uL, 6.22 mmole) in anhydrous toluene (10 mL) was added at −78° C. 1-butyne (5 ml) and the bottle was sealed. After stirring for overnight at room temperature, additional CuI (390 mg, 2.07 mmole) and PdCl2(dppf)2.CH2Cl2 (1.67 g, 2.07 mmole... Reactants: CN(C=O)C (dimethylformamide), OC1[C@H](N)[C@@H](O)[C@H](O)[C@H](O1)CO (glucosamine), C([O-])([O-])=O.[K+].[K+] (potassium carbonate), C(C)(=O)NC=1C(=C(C(=O)NC)C(=C(C1I)N=C=O)I)I (3-acetamido-2,4,6-triiodo-5-isocyanato-N-methylbenzamide), CN(C=O)C (dimethylformamide). Reaction conditions: time 8 hour. The product is IC1=C(C(=O)N(C)C)C(=C(C(=C1C(=O)NC)I)N=C=O)I (2,4,6-triiodo-5-isocyanato-N,N,N'-trimethylisophthalamide). As a reaction SMILES: OC1O[C@H](CO)[C@@H](O)[C@H](O)[C@H]1N.C(=O)([O-])[O-].[K+].[K+].[C:19]([NH:22][C:23]1[C:24]([I:38])=[C:25]([C:30]([I:37])=[C:31](N=C=O)[C:32]=1[I:33])[C:26]([NH:28][CH3:29])=[O:27])(=[O:21])C.[CH3:39][N:40]([CH3:43])[CH:41]=[O:42]>>[I:37][C:30]1[C:25]([C:26]([NH:28][CH3:29])=[O:27])=[C:24]([I:38])[C:23]([N:22]=[C:19]=[O:21])=[C:32]([I:33])[C:31]=1[C:41]([N:40]([CH3:43])[CH3:39])=[O:42] |f:1.2.3|. Procedure details: To glucosamine (1.97 g., 0.011 mole) and potassium carbonate (4.14 g.; 0.03 mole) in dimethylformamide (49 ml.) was added dropwise (required about 5 minutes) 3-acetamido-2,4,6-triiodo-5-isocyanato-N-methylbenzamide (III; 6.11 g.; 0.01 mole) dissolved in dimethylformamide (20 ml.). After being stirred overnight, the reaction mixture was filtered and concentrated in vacuo. The residue was dissolved in water (64 ml.) and the aqueous solution was adjusted to pH 1 with concentrated hydrochloric acid.... Reactants: S(C)C (SMe2), C(=O)([O-])[O-].[Na+].[Na+] (Na2CO3), BrC1=C(C=C2C(CC(N(C2=C1)C(C)C)=O)(C)C)C (7-Bromo-1-isopropyl-4,4,6-trimethyl-3,4-dihydro-1H-quinolin-2-one), BrC1=C(C=C2C(CC(N(C2=C1)C(C)C)=O)(C)C)C (7-Bromo-1-isopropyl-4,4,6-trimethyl-3,4-dihydro-1H-quinolin-2-one). Solvent: C1(=CC=CC=C1)C (toluene), C1CCOC1 (THF). Reaction conditions: temperature 0 celsius, time 1 hour. The product is BrC1=C(C=C2C(CCN(C2=C1)C(C)C)(C)C)C (7-Bromo-1-isopropyl-4,4,6-trimethyl-1,2,3,4-tetrahydro-quinoline). Yield: 79.2%. RXN SMILES: [Br:1][C:2]1[CH:11]=[C:10]2[C:5]([C:6]([CH3:17])([CH3:16])[CH2:7][C:8](=O)[N:9]2[CH:12]([CH3:14])[CH3:13])=[CH:4][C:3]=1[CH3:18].S(C)C.C([O-])([O-])=O.[Na+].[Na+]>C1(C)C=CC=CC=1.C1COCC1>[Br:1][C:2]1[CH:11]=[C:10]2[C:5]([C:6]([CH3:16])([CH3:17])[CH2:7][CH2:8][N:9]2[CH:12]([CH3:13])[CH3:14])=[CH:4][C:3]=1[CH3:18] |f:2.3.4|. Reported procedure: 7-Bromo-1-isopropyl-4,4,6-trimethyl-3,4-dihydro-1H-quinolin-2-one (Compound 43, 50 g, 161.2 mmol) was dissolved in toluene (300 mL) and the solution was cooled to 0° C. and treated with 2.0 M of BH3.SMe2 (20 mL, 193.44 mmol) in THF. The solution was stirred at 0° C. for 1 hour and at room temperature over night, and at 60° C. for 1 day. Thereafter the reaction mixture was treated with 10% aqueous Na2CO3. The solution was stirred at room temperature for 1 hour, the layers were separated and the a... Reactants: ClC1=C(C(=O)O)C=CC=C1F (2-chloro-3-fluorobenzoic acid), C1(CC1)CC(CN)C=1C=NC(=CC1)C(F)F (3-cyclopropyl-2-(6-(difluoromethyl)pyridin-3-yl)propan-1-amine). Product: ClC1=C(C(=O)NCC(CC2CC2)C=2C=NC(=CC2)C(F)F)C=CC=C1F (2-chloro-3-fluoro-N-(3-cyclopropyl-2-(6-(difluoromethyl)pyridin-3-yl)propyl)benzamide). Reaction SMILES: [Cl:1][C:2]1[C:10]([F:11])=[CH:9][CH:8]=[CH:7][C:3]=1[C:4]([OH:6])=O.[CH:12]1([CH2:15][CH:16]([C:19]2[CH:20]=[N:21][C:22]([CH:25]([F:27])[F:26])=[CH:23][CH:24]=2)[CH2:17][NH2:18])[CH2:14][CH2:13]1>>[Cl:1][C:2]1[C:10]([F:11])=[CH:9][CH:8]=[CH:7][C:3]=1[C:4]([NH:18][CH2:17][CH:16]([C:19]1[CH:20]=[N:21][C:22]([CH:25]([F:27])[F:26])=[CH:23][CH:24]=1)[CH2:15][CH:12]1[CH2:13][CH2:14]1)=[O:6]. Procedure details: From 2-chloro-3-fluorobenzoic acid and 3-cyclopropyl-2-(6-(difluoromethyl)pyridin-3-yl)propan-1-amine. LCMS (MH+): m/z=383.1, tR (minutes, Method F)=3.02 Reactants: CCOC(C)=O, Cl, NS(=O)(=O)c1cc(C2(O)NC(=O)c3ccccc32)ccc1Cl, CC(CS)C(=O)N1CCCC1C(=O)O. Yields the product CC(CSC1(c2ccc(Cl)c(S(N)(=O)=O)c2)NC(=O)c2ccccc21)C(=O)N1CCCC1C(=O)O. Reaction SMILES: [CH3:38][CH2:39][O:40][C:41](=[O:42])[CH3:43].[ClH:37].[NH2:1][S:2](=[O:3])(=[O:4])[c:5]1[cH:6][c:7]([C:12]2([OH:13])[NH:14][C:15](=[O:16])[c:17]3[cH:18][cH:19][cH:20][cH:21][c:22]32)[cH:8][cH:9][c:10]1[Cl:11].[SH:23][CH2:24][CH:25]([C:26](=[O:27])[N:28]1[CH:29]([C:30](=[O:31])[OH:32])[CH2:33][CH2:34][CH2:35]1)[CH3:36]>>[NH2:1][S:2](=[O:3])(=[O:4])[c:5]1[cH:6][c:7]([C:12]2([S:23][CH2:24][CH:25]([C:26](=[O:27])[N:28]3[CH:29]([C:30](=[O:31])[OH:32])[CH2:33][CH2:34][CH2:35]3)[CH3:36])[NH:14][C:15](=[O:16])[c:17]3[cH:18][cH:19][cH:20][cH:21][c:22]32)[cH:8][cH:9][c:10]1[Cl:11]. Run at temperature 90 celsius, time 16 hour. The solvent is CN(C)C=O (DMF). The product is O1CCC(CC1)COC=1C=C(C(=O)OC)C=CC1 (methyl 3-((tetrahydro-2H-pyran-4-yl)methoxy)benzoate). Reactants: C(=O)([O-])[O-].[K+].[K+] (K2CO3), OC=1C=C(C(=O)OC)C=CC1 (methyl 3-hydroxybenzoate). Reported procedure: K2CO3 (8.2 g, 59.2 mmol) was added to a stirred solution of methyl 3-hydroxybenzoate (11) (3.0 g, 19.72 mmol) sulfonate (10) (5.33 g, 19.72 mmol) in DMF (30 mL) and the reaction mixture was stirred at 90° C. for 16 h. The reaction mixture was concentrated under reduced pressure. Purification by column chromatography (100-200 silica mesh, 30% EtOAc in hexanes) gave methyl 3-((tetrahydro-2H-pyran-4-yl)methoxy)benzoate (12) as a light yellow solid. Yield (4.8 g, 97%); 1H NMR (400 MHz, DMSO-d6) δ 7.... RXN SMILES: [C:1]([O-:4])([O-])=O.[K+].[K+].[OH:7][C:8]1[CH:9]=[C:10]([CH:15]=[CH:16][CH:17]=1)[C:11]([O:13][CH3:14])=[O:12]>CN(C=O)C>[O:4]1[CH2:1][CH2:11][CH:10]([CH2:15][O:7][C:8]2[CH:9]=[C:10]([CH:15]=[CH:16][CH:17]=2)[C:11]([O:13][CH3:14])=[O:12])[CH2:9][CH2:8]1 |f:0.1.2|. Starting materials: BrC1=C(C=CC2=C1N(C(=N2)[C@H](C)NC2=C1N=CN(C1=NC=N2)C2OCCCC2)C2=CC=CC=C2)OC ([(S)-1-(7-Bromo-6-methoxy-1-phenyl-1H-benzoimidazol-2-yl)ethyl]-[9-(tetrahydro-pyran-2-yl)-9H-purin-6-yl]amine). Run in Cl (HCl), CO (methanol). Reaction conditions: time 2 hour. The product is BrC1=C(C=CC2=C1N(C(=N2)C(C)NC2=C1N=CNC1=NC=N2)C2=CC=CC=C2)OC ([1-(7-Bromo-6-methoxy-1-phenyl-1H-benzoimidazol-2-yl)-ethyl]-(9H-purin-6-yl)-amine). The yield is 18.2%. As a reaction SMILES: [Br:1][C:2]1[C:7]2[N:8]([C:29]3[CH:34]=[CH:33][CH:32]=[CH:31][CH:30]=3)[C:9]([C@@H:11]([NH:13][C:14]3[N:22]=[CH:21][N:20]=[C:19]4[C:15]=3[N:16]=[CH:17][N:18]4C3CCCCO3)[CH3:12])=[N:10][C:6]=2[CH:5]=[CH:4][C:3]=1[O:35][CH3:36]>Cl.CO>[Br:1][C:2]1[C:7]2[N:8]([C:29]3[CH:30]=[CH:31][CH:32]=[CH:33][CH:34]=3)[C:9]([CH:11]([NH:13][C:14]3[N:22]=[CH:21][N:20]=[C:19]4[C:15]=3[N:16]=[CH:17][NH:18]4)[CH3:12])=[N:10][C:6]=2[CH:5]=[CH:4][C:3]=1[O:35][CH3:36]. Procedure: [(S)-1-(7-Bromo-6-methoxy-1-phenyl-1H-benzoimidazol-2-yl)ethyl]-[9-(tetrahydro-pyran-2-yl)-9H-purin-6-yl]amine (453 mg, 0.83 mmol) was dissolved in HCl in methanol (5 mL, 2.5M) and the reaction stirred at RT for 2 h. The reaction mixture was concentrated in vacuo and the resultant residue was subjected to preparative HPLC (C18 Phenomenex column, 10-90% MeCN in water 0.1% formic acid, 20 min gradient) to yield 272 as a white solid (70 mg, 18%). 1H NMR 400 MHz 6 (DMSO-d6): 8.08 (1H, br s), 8.02 (1... Run in O (water). Yield: 96.0%. Reported procedure: To a 100 cm3 round bottom flask was added 3-ethylaniline (5.0 g, 41.3 mmol), ethanol (7.5 cm3), sodium carbonate (5.9 g, 55.7 mmol). Ethyl iodide (17.38 g, 111.4 mmol) was added dropwise. The mixture was then heated at 45° C. for 12 hours before cooling to room temperature and adding water (50 cm3). The mixture was extracted into diethyl ether (3×50 cm3) the extracts were dried over magnesium sulphate, filtered, and concentrated to give the title compound (7.03 g, 96%) as a light yellow oil. dH ... RXN SMILES: C([C:3]1[CH:4]=[C:5]([CH:7]=[CH:8][CH:9]=1)[NH2:6])C.[CH2:10](O)[CH3:11].[C:13](=O)([O-])[O-].[Na+].[Na+].[CH2:19](I)[CH3:20]>O>[CH2:19]([N:6]([CH2:10][CH3:11])[C:5]1[CH:4]=[CH:3][CH:9]=[CH:8][C:7]=1[CH3:13])[CH3:20] |f:2.3.4|. The reactants are C(C)C=1C=C(N)C=CC1 (3-ethylaniline), C(C)O (ethanol), C([O-])([O-])=O.[Na+].[Na+] (sodium carbonate), C(C)I (Ethyl iodide). Run at temperature 45 celsius. Yields the product C(C)N(C1=C(C=CC=C1)C)CC (N,N-Diethyl-methylaniline). Starting materials: F[C@H]1[C@@H](O[C@@H]([C@H]1N)COC(C1=CC=CC=C1)=O)N1C(=O)NC(=O)C=C1 (2'-fluoro-3'-amino-5'-O-benzoyl-2',3'-dideoxyuridine), COC1=CC=C(C(C2=CC=CC=C2)(C2=CC=CC=C2)Cl)C=C1 (4-methoxytrityl chloride), C(=O)(O)[O-].[Na+] (NaHCO3). Solvent: N1=CC=CC=C1 (pyridine). Run at time 8 hour. Product: F[C@H]1[C@@H](O[C@@H]([C@H]1NC(C1=CC=C(C=C1)OC)(C1=CC=CC=C1)C1=CC=CC=C1)CO)N1C(=O)NC(=O)C=C1 (2'-fluoro-3'-(4-methoxytrityl)amino-2',3'-dideoxyuridine). RXN SMILES: [F:1][C@@H:2]1[C@H:6]([NH2:7])[C@@H:5]([CH2:8][O:9]C(=O)C2C=CC=CC=2)[O:4][C@H:3]1[N:18]1[CH:25]=[CH:24][C:22](=[O:23])[NH:21][C:19]1=[O:20].[CH3:26][O:27][C:28]1[CH:47]=[CH:46][C:31]([C:32](Cl)([C:39]2[CH:44]=[CH:43][CH:42]=[CH:41][CH:40]=2)[C:33]2[CH:38]=[CH:37][CH:36]=[CH:35][CH:34]=2)=[CH:30][CH:29]=1.C([O-])(O)=O.[Na+]>N1C=CC=CC=1>[F:1][C@@H:2]1[C@H:6]([NH:7][C:32]([C:39]2[CH:44]=[CH:43][CH:42]=[CH:41][CH:40]=2)([C:33]2[CH:38]=[CH:37][CH:36]=[CH:35][CH:34]=2)[C:31]2[CH:30]=[CH:29][C:28]([O:27][CH3:26])=[CH:47][CH:46]=2)[C@@H:5]([CH2:8][OH:9])[O:4][C@H:3]1[N:18]1[CH:25]=[CH:24][C:22](=[O:23])[NH:21][C:19]1=[O:20] |f:2.3|. Reported procedure: 2'-fluoro-3'-(4-methoxytrityl)amino-2',3'-dideoxyuridine (compound 12, FIG. 2) was prepared as follows: To 1.0 g (2.9 mmol) of 11 in 50 mL anhydrous pyridine was added 1.0 g (3.2 mmol) 4-methoxytrityl chloride. The mixture was stirred overnight, 5 mL saturated aqueous NaHCO3 was added, and the mixture concentrated in vacuo to an oil. The oil was dissolved in 125 mL ethyl acetate, which was washed with water (3×100 mL) and reconcentrated in vacuo to 2.05 g of foam. Reactants: ClC=1C=CC(=C(C1)CCC1=CC=C(C#N)C=C1)C1=NC2=C(N1CC1CCCCC1)C=CC=C2 (4-[2-[5-chloro-2-(1-cyclohexylmethyl-1H-benzoimidazol-2-yl)-phenyl]-ethyl]-benzonitrile), [OH-].[K+] (potassium hydroxide), CO (methanol). Solvent: O (water). The product is ClC=1C=CC(=C(C1)CCC1=CC=C(C(=O)O)C=C1)C1=NC2=C(N1CC1CCCCC1)C=CC=C2 (4-{2-[5-Chloro-2-(1-cyclohexylmethyl-1H-benzoimidazol-2-yl)-phenyl]-ethyl}-benzoic acid). The yield is 31.0%. RXN SMILES: [Cl:1][C:2]1[CH:3]=[CH:4][C:5]([C:18]2[N:22]([CH2:23][CH:24]3[CH2:29][CH2:28][CH2:27][CH2:26][CH2:25]3)[C:21]3[CH:30]=[CH:31][CH:32]=[CH:33][C:20]=3[N:19]=2)=[C:6]([CH2:8][CH2:9][C:10]2[CH:17]=[CH:16][C:13]([C:14]#N)=[CH:12][CH:11]=2)[CH:7]=1.[OH-:34].[K+].C[OH:37]>O>[Cl:1][C:2]1[CH:3]=[CH:4][C:5]([C:18]2[N:22]([CH2:23][CH:24]3[CH2:29][CH2:28][CH2:27][CH2:26][CH2:25]3)[C:21]3[CH:30]=[CH:31][CH:32]=[CH:33][C:20]=3[N:19]=2)=[C:6]([CH2:8][CH2:9][C:10]2[CH:17]=[CH:16][C:13]([C:14]([OH:37])=[O:34])=[CH:12][CH:11]=2)[CH:7]=1 |f:1.2|. Procedure: To a solution of 4-[2-[5-chloro-2-(1-cyclohexylmethyl-1H-benzoimidazol-2-yl)-phenyl]-ethyl]-benzonitrile (64 mg, 0.14 mmol; Example 74, intermediate a) in methanol (10 ml) was added a solution of potassium hydroxide (78 mg, 1.39 mmol) in water (5 ml) and the mixture was heated to reflux for 12 h. Solvents were removed under reduced pressure and the residue was diluted with water (10 ml) and acidified to pH 4 with 2M aqueous hydrochloric acid solution. It was then extracted three times with ethyl...